This data is from the Open Reaction Database (ORD), a public repository of structured organic reaction records. The task is: describe an organic reaction: reactants, conditions, products, and yield Starting materials: OB(O)c1ccccc1 (effective_coupling_partner), CCN(CC)C(=O)Oc1ccccc1OC (substrate). The reagents and catalysts are PCy3. Run at temperature 150 celsius, time 10 hour. Yields the product COc1ccccc1c2ccccc2. Reactants: B, C[N+]1([O-])CCOCC1, C=C(C)C1CCC(C)C2(O)C1C=C(C)C(OC(C)=O)C2OC(=O)C1CC2(O)c3cccc(Cl)c3N(C)OC2N1, C1CCOC1. Yields the product CC(=O)OC1C(C)=CC2C(C(C)CO)CCC(C)C2(O)C1OC(=O)C1CC2(O)c3cccc(Cl)c3N(C)OC2N1. Reaction SMILES: [BH3:40].[CH3:41][N+:42]1([O-:43])[CH2:44][CH2:46][O:45][CH2:47][CH2:48]1.[Cl:1][c:2]1[cH:3][cH:4][cH:5][c:6]2[c:11]1[N:10]([CH3:12])[O:9][CH:8]1[C:7]2([OH:39])[CH2:15][CH:14]([C:16](=[O:17])[O:18][CH:19]2[CH:20]([O:35][C:36]([CH3:37])=[O:38])[C:21]([CH3:34])=[CH:22][CH:23]3[CH:24]([C:31](=[CH2:32])[CH3:33])[CH2:25][CH2:26][CH:27]([CH3:30])[C:28]23[OH:29])[NH:13]1.[O:49]1[CH2:50][CH2:51][CH2:52][CH2:53]1>>[Cl:1][c:2]1[cH:3][cH:4][cH:5][c:6]2[c:11]1[N:10]([CH3:12])[O:9][CH:8]1[C:7]2([OH:39])[CH2:15][CH:14]([C:16](=[O:17])[O:18][CH:19]2[CH:20]([O:35][C:36]([CH3:37])=[O:38])[C:21]([CH3:34])=[CH:22][CH:23]3[CH:24]([CH:31]([CH2:32][OH:45])[CH3:33])[CH2:25][CH2:26][CH:27]([CH3:30])[C:28]23[OH:29])[NH:13]1. The reactants are N1(CCOCC1)C1=CC=CC(=N1)O (6-morpholin-4-yl-pyridin-2-ol), BrCCCO (3-bromo-propanol), C1(=CC=CC=C1)C(CN(CC1=C(C(=CC=C1)C(F)(F)F)Cl)CCCO)C1=CC=CC=C1 (N-(2,2-Diphenylethyl)-N-(3-hydroxy-propyl)-N-(2-chloro-3-trifluoromethyl-benzyl)amine), OC=1C=C(CC2=NN=NN2COCC)C=CC1 (5-(3-hydroxy-benzyl)-ethoxymethyl-1,2,3,4-tetrazole). Run in C(C)OCC (diethyl ether), C(C)OCC (diethyl ether). The product is Cl.ClC1=C(CN(CCCOC2=NC(=CC=C2)N2CCOCC2)CC(C2=CC=CC=C2)C2=CC=CC=C2)C=CC=C1C(F)(F)F ((2-Chloro-3-trifluoromethyl-benzyl)-(2,2-diphenyl-ethyl)-[3-(6-morpholin-4-yl-pyridin-2-yloxy)-propyl]-amine hydrochloride salt). The yield is 32.0%. RXN SMILES: [N:1]1([C:7]2[N:12]=[C:11]([OH:13])[CH:10]=[CH:9][CH:8]=2)[CH2:6][CH2:5][O:4][CH2:3][CH2:2]1.[C:14]1([CH:20]([C:39]2[CH:44]=[CH:43][CH:42]=[CH:41][CH:40]=2)[CH2:21][N:22]([CH2:35][CH2:36][CH2:37]O)[CH2:23][C:24]2[CH:29]=[CH:28][CH:27]=[C:26]([C:30]([F:33])([F:32])[F:31])[C:25]=2[Cl:34])[CH:19]=[CH:18][CH:17]=[CH:16][CH:15]=1.OC1C=C(C=CC=1)CC1N(COCC)N=NN=1.BrCCCO>C(OCC)C>[ClH:34].[Cl:34][C:25]1[C:26]([C:30]([F:31])([F:32])[F:33])=[CH:27][CH:28]=[CH:29][C:24]=1[CH2:23][N:22]([CH2:21][CH:20]([C:14]1[CH:15]=[CH:16][CH:17]=[CH:18][CH:19]=1)[C:39]1[CH:44]=[CH:43][CH:42]=[CH:41][CH:40]=1)[CH2:35][CH2:36][CH2:37][O:13][C:11]1[CH:10]=[CH:9][CH:8]=[C:7]([N:1]2[CH2:2][CH2:3][O:4][CH2:5][CH2:6]2)[N:12]=1 |f:5.6|. Procedure details: Following the procedure of Example 6(d), except 6-morpholin-4-yl-pyridin-2-ol and N-(2,2-Diphenylethyl)-N-(3-hydroxy-propyl)-N-(2-chloro-3-trifluoromethyl-benzyl)amine were used instead of 5-(3-hydroxy-benzyl)-ethoxymethyl-1,2,3,4-tetrazole and 3-bromo-propanol in step 6(d), the title compound was synthesized as the free base. The tertiaryamine was then dissolved in diethyl ether and acidified with 1.0 M HC/diethyl ether to give 90 mg (32% yield) of the title compound as a white solid. MS (ESI) ... Starting materials: [Li]CCCC, C1CO1, COc1ccccc1OC, CCCCCC, C1CCOC1. The product is COc1cccc(CCO)c1OC. As a reaction SMILES: [CH2:11]([Li:12])[CH2:13][CH2:14][CH3:15].[CH2:16]1[CH2:17][O:18]1.[CH3:1][O:2][c:3]1[cH:4][cH:5][cH:6][cH:7][c:8]1[O:9][CH3:10].[CH3:24][CH2:25][CH2:26][CH2:27][CH2:28][CH3:29].[O:19]1[CH2:20][CH2:21][CH2:22][CH2:23]1>>[CH3:1][O:2][c:3]1[cH:4][cH:5][cH:6][c:7]([CH2:16][CH2:17][OH:18])[c:8]1[O:9][CH3:10]. Starting materials: BrCc1ccc2nccnc2c1, CC(C)(C)c1ccc(-c2cn3c(N4CCNCC4)cccc3n2)cc1, CS(C)=O, CCOC(C)=O, CCN(C(C)C)C(C)C. Yields the product CC(C)(C)c1ccc(-c2cn3c(N4CCN(Cc5ccc6nccnc6c5)CC4)cccc3n2)cc1. Reaction SMILES: [Br:26][CH2:27][c:28]1[cH:29][c:30]2[n:31][cH:32][cH:33][n:34][c:35]2[cH:36][cH:37]1.[C:1]([CH3:2])([CH3:3])([CH3:4])[c:5]1[cH:6][cH:7][c:8](-[c:11]2[n:12][c:13]3[n:14]([c:15]([N:19]4[CH2:20][CH2:21][NH:22][CH2:23][CH2:24]4)[cH:16][cH:17][cH:18]3)[cH:25]2)[cH:9][cH:10]1.[CH3:47][S:48]([CH3:49])=[O:50].[CH3:51][CH2:52][O:53][C:54](=[O:55])[CH3:56].[CH:38]([N:39]([CH:40]([CH3:41])[CH3:42])[CH2:43][CH3:44])([CH3:45])[CH3:46]>>[C:1]([CH3:2])([CH3:3])([CH3:4])[c:5]1[cH:6][cH:7][c:8](-[c:11]2[n:12][c:13]3[n:14]([c:15]([N:19]4[CH2:20][CH2:21][N:22]([CH2:27][c:28]5[cH:29][c:30]6[n:31][cH:32][cH:33][n:34][c:35]6[cH:36][cH:37]5)[CH2:23][CH2:24]4)[cH:16][cH:17][cH:18]3)[cH:25]2)[cH:9][cH:10]1. Starting materials: C[Si](C)(Cl)C1CC2CCC1C2, O=S(=O)(O)C(F)(F)F. The product is C[Si](C)(OS(=O)(=O)C(F)(F)F)C1CC2CCC1C2. As a reaction SMILES: [CH:9]12[CH:10]([Si:16]([Cl:17])([CH3:18])[CH3:19])[CH2:11][CH:12]([CH2:13][CH2:14]1)[CH2:15]2.[OH:1][S:2](=[O:3])(=[O:4])[C:5]([F:6])([F:7])[F:8]>>[O:1]([S:2](=[O:3])(=[O:4])[C:5]([F:6])([F:7])[F:8])[Si:16]([CH:10]1[CH:9]2[CH2:14][CH2:13][CH:12]([CH2:11]1)[CH2:15]2)([CH3:18])[CH3:19]. The reactants are Cc1cc([N+](=O)[O-])ccc1N=C=S, COC(=O)C(N)CC(C)C, NCCO. Product: Cc1cc([N+](=O)[O-])ccc1N=C1NC(CC(C)C)CS1. As a reaction SMILES: [CH3:15][c:16]1[c:17]([N:25]=[C:26]=[S:27])[cH:18][cH:19][c:20]([N+:22](=[O:23])[O-:24])[cH:21]1.[CH3:1][O:2][C:3]([CH:4]([NH2:5])[CH2:6][CH:7]([CH3:8])[CH3:9])=[O:10].[OH:11][CH2:12][CH2:13][NH2:14]>>[CH2:3]1[CH:4]([CH2:6][CH:7]([CH3:8])[CH3:9])[NH:5][C:26](=[N:25][c:17]2[c:16]([CH3:15])[cH:21][c:20]([N+:22](=[O:23])[O-:24])[cH:19][cH:18]2)[S:27]1.